From a dataset of the Open Reaction Database (ORD), a public repository of structured organic reaction records. describe an organic reaction: reactants, conditions, products, and yield Reactants: CNS(=O)(=O)C=1C=C2CC(NC2=CC1)=O (N-methyl-2-oxoindoline-5-sulfonamide), N1N=NC2=C1C=CC(=C2)C=O (1H-benzo[d][1,2,3]triazole-5-carbaldehyde). Product: N1N=NC2=C1C=CC(=C2)C=C2C(NC1=CC=C(C=C21)S(=O)(=O)NC)=O (3-((1H-benzo[d][1,2,3]triazol-5-yl)methylene)-N-methyl-2-oxoindoline-5-sulfonamide). Yield: 25.5%. As a reaction SMILES: [CH3:1][NH:2][S:3]([C:6]1[CH:7]=[C:8]2[C:12](=[CH:13][CH:14]=1)[NH:11][C:10](=[O:15])[CH2:9]2)(=[O:5])=[O:4].[NH:16]1[C:20]2[CH:21]=[CH:22][C:23]([CH:25]=O)=[CH:24][C:19]=2[N:18]=[N:17]1>>[NH:16]1[C:20]2[CH:21]=[CH:22][C:23]([CH:25]=[C:9]3[C:8]4[C:12](=[CH:13][CH:14]=[C:6]([S:3]([NH:2][CH3:1])(=[O:5])=[O:4])[CH:7]=4)[NH:11][C:10]3=[O:15])=[CH:24][C:19]=2[N:18]=[N:17]1. Procedure details: The compound was synthesized according to the method described for Example A6 except reacting N-methyl-2-oxoindoline-5-sulfonamide (14 mg, 0.0618 mmol) with 1H-benzo[d][1,2,3]triazole-5-carbaldehyde (10 mg, 0.0680 mmol) to obtain 5.6 mg, 12% of the title compound as a mixture of (E) and (Z) isomers (69:21 by NMR). 1H NMR (400 MHz, d6-DMSO) δ 16.02, 16.00 (bs, 1H), 11.10, 11.15 (s, 1H), 8.55-8.10 (m, 2H), 7.95-7.80 (m, 3H), 7.77-7.60 (m, 1H), 7.27, 7.21 (q, J=5.2 Hz, 1H), 7.07, 7.03 (d, J=8.3 Hz,... Reactants: COC(=O)COc1cc(OC)c(SCc2ccc(-c3ccc(C(F)(F)F)cc3)cc2C)cc1C, O. Product: COc1cc(OCC(=O)O)c(C)cc1SCc1ccc(-c2ccc(C(F)(F)F)cc2)cc1C. Reaction SMILES: [CH3:1][O:2][C:3]([CH2:4][O:5][c:6]1[c:7]([CH3:33])[cH:8][c:9]([S:14][CH2:15][c:16]2[c:17]([CH3:32])[cH:18][c:19](-[c:22]3[cH:23][cH:24][c:25]([C:28]([F:29])([F:30])[F:31])[cH:26][cH:27]3)[cH:20][cH:21]2)[c:10]([O:12][CH3:13])[cH:11]1)=[O:34].[OH2:35]>>[O:2]=[C:3]([CH2:4][O:5][c:6]1[c:7]([CH3:33])[cH:8][c:9]([S:14][CH2:15][c:16]2[c:17]([CH3:32])[cH:18][c:19](-[c:22]3[cH:23][cH:24][c:25]([C:28]([F:29])([F:30])[F:31])[cH:26][cH:27]3)[cH:20][cH:21]2)[c:10]([O:12][CH3:13])[cH:11]1)[OH:34]. Starting materials: [Al+3], C1CCOC1, [H-], [H-], [H-], [H-], [Li+], CCc1cc(N)c(C(=O)OC)c(CC)n1, [Na+], [OH-], O. The product is CCc1cc(N)c(CO)c(CC)n1. RXN SMILES: [Al+3:17].[CH2:25]1[O:26][CH2:27][CH2:28][CH2:29]1.[H-:16].[H-:19].[H-:20].[H-:21].[Li+:18].[NH2:1][c:2]1[c:3]([C:12](=[O:13])[O:14][CH3:15])[c:4]([CH2:10][CH3:11])[n:5][c:6]([CH2:8][CH3:9])[cH:7]1.[Na+:24].[OH-:23].[OH2:22]>>[NH2:1][c:2]1[c:3]([CH2:12][OH:13])[c:4]([CH2:10][CH3:11])[n:5][c:6]([CH2:8][CH3:9])[cH:7]1. Reactants: ClC=1C=C(C=CC1OC(C)C)C1=NC(=NO1)C=1C=CC=C2C(=CN(C12)C)\C=C/C(=O)OC (methyl (2Z)-3-[7-(5-{3-chloro-4-[(1-methylethyl)oxy]phenyl}-1,2,4-oxadiazol-3-yl)-1-methyl-1H-indol-3-yl]-2-propenoate), [OH-].[Na+] (NaOH), Cl (HCl). The solvent is C1CCOC1 (THF). Reaction conditions: temperature 60 celsius, time 4 hour. Yields the product ClC=1C=C(C=CC1OC(C)C)C1=NC(=NO1)C=1C=CC=C2C(=CN(C12)C)\C=C/C(=O)O ((2Z)-3-[7-(5-{3-chloro-4-[(1-methylethyl)oxy]phenyl}-1,2,4-oxadiazol-3-yl)-1-methyl-1H-indol-3-yl]-2-propenoic acid). Isolated yield 86.0%. RXN SMILES: [Cl:1][C:2]1[CH:3]=[C:4]([C:12]2[O:16][N:15]=[C:14]([C:17]3[CH:18]=[CH:19][CH:20]=[C:21]4[C:25]=3[N:24]([CH3:26])[CH:23]=[C:22]4/[CH:27]=[CH:28]\[C:29]([O:31]C)=[O:30])[N:13]=2)[CH:5]=[CH:6][C:7]=1[O:8][CH:9]([CH3:11])[CH3:10].[OH-].[Na+].Cl>C1COCC1>[Cl:1][C:2]1[CH:3]=[C:4]([C:12]2[O:16][N:15]=[C:14]([C:17]3[CH:18]=[CH:19][CH:20]=[C:21]4[C:25]=3[N:24]([CH3:26])[CH:23]=[C:22]4/[CH:27]=[CH:28]\[C:29]([OH:31])=[O:30])[N:13]=2)[CH:5]=[CH:6][C:7]=1[O:8][CH:9]([CH3:10])[CH3:11] |f:1.2|. Procedure: To a solution of methyl (2Z)-3-[7-(5-{3-chloro-4-[(1-methylethyl)oxy]phenyl}-1,2,4-oxadiazol-3-yl)-1-methyl-1H-indol-3-yl]-2-propenoate (D63) (30 mg) in THF (5 mL) was added aqueous NaOH (2 M, 1 mL). The reaction was stirred at 60° C. for 4 h. The mixture was cooled to room temperature and acidified with aqueous HCl (2 M) to pH 4-5, partitioned between ethyl acetate (25 mL) and water (25 mL). The organic phase was washed with water (25 mL), dried over anhydrous sodium sulphate and evaporated to ... Reactants: CCO, Cl, NO, O=C(c1ccccc1)c1nsc2nc3ccccc3n12, c1ccncc1. Product: ON=C(c1ccccc1)c1nsc2nc3ccccc3n12. Reaction SMILES: [CH3:30][CH2:31][OH:32].[ClH:27].[NH2:28][OH:29].[O:1]=[C:2]([c:3]1[n:4][s:5][c:6]2[n:7][c:8]3[c:9]([n:10]12)[cH:11][cH:12][cH:13][cH:14]3)[c:15]1[cH:16][cH:17][cH:18][cH:19][cH:20]1.[cH:21]1[cH:22][cH:23][n:24][cH:25][cH:26]1>>[C:2]([c:3]1[n:4][s:5][c:6]2[n:7][c:8]3[c:9]([n:10]12)[cH:11][cH:12][cH:13][cH:14]3)([c:15]1[cH:16][cH:17][cH:18][cH:19][cH:20]1)=[N:28][OH:29]. Reactants: CC(C)(C)[O-], CI, CN(C)C=O, CCS(=O)(=O)Nc1c(Cl)c(Cl)cc2nc(OC)c(OC)nc12, [K+]. Yields the product CCS(=O)(=O)N(C)c1c(Cl)c(Cl)cc2nc(OC)c(OC)nc12. RXN SMILES: [CH3:1][C:2]([CH3:3])([O-:4])[CH3:5].[CH3:29][I:30].[CH3:31][N:32]([CH3:33])[CH:34]=[O:35].[Cl:7][c:8]1[c:9]([NH:23][S:24](=[O:25])(=[O:26])[CH2:27][CH3:28])[c:10]2[n:11][c:12]([O:21][CH3:22])[c:13]([O:19][CH3:20])[n:14][c:15]2[cH:16][c:17]1[Cl:18].[K+:6]>>[CH3:1][N:23]([c:9]1[c:8]([Cl:7])[c:17]([Cl:18])[cH:16][c:15]2[c:10]1[n:11][c:12]([O:21][CH3:22])[c:13]([O:19][CH3:20])[n:14]2)[S:24](=[O:25])(=[O:26])[CH2:27][CH3:28]. As a reaction SMILES: [CH2:1]1[O:9][C:4]2[CH:5]=[CH:6][CH:7]=[CH:8][C:3]=2[O:2]1.[O:10]=[CH:11][C:12](=[CH2:14])[CH3:13].[C:15](OC(=O)C)(=[O:17])[CH3:16]>>[C:15]([O:10][CH:11]=[C:12]([CH3:13])[CH2:14][C:6]1[CH:7]=[CH:8][C:3]2[O:2][CH2:1][O:9][C:4]=2[CH:5]=1)(=[O:17])[CH3:16]. Reactants: C1OC2=C(C=CC=C2)O1 (1,2-methylenedioxybenzene), O=CC(C)=C (methacrolein), C(C)(=O)OC(C)=O (acetic anhydride). Yields the product C(C)(=O)OC=C(CC1=CC2=C(C=C1)OCO2)C (1-acetoxy-2-methyl-3-(3,4-methylenedioxyphenyl)-1-propene). Reported procedure: reacting 1,2-methylenedioxybenzene, methacrolein and acetic anhydride with each other to produce 1-acetoxy-2-methyl-3-(3,4-methylenedioxyphenyl)-1-propene; and The reactants are CC=1N=C(C(=NC1C)OC)NC(OC1=CC=CC=C1)=S (Phenyl N-(5,6-dimethyl-2-methoxypyrazin-3-yl)thiocarbamate), BrC=1C=C(C=CC1)N1CCNCC1 (1-(3-bromophenyl)piperazine). The yield is 62.5%. Reaction SMILES: [CH3:1][C:2]1[N:3]=[C:4]([NH:11][C:12](=[S:20])OC2C=CC=CC=2)[C:5]([O:9][CH3:10])=[N:6][C:7]=1[CH3:8].[Br:21][C:22]1[CH:23]=[C:24]([N:28]2[CH2:33][CH2:32][NH:31][CH2:30][CH2:29]2)[CH:25]=[CH:26][CH:27]=1>>[CH3:1][C:2]1[N:3]=[C:4]([NH:11][C:12]([N:31]2[CH2:30][CH2:29][N:28]([C:24]3[CH:25]=[CH:26][CH:27]=[C:22]([Br:21])[CH:23]=3)[CH2:33][CH2:32]2)=[S:20])[C:5]([O:9][CH3:10])=[N:6][C:7]=1[CH3:8]. Reported procedure: Phenyl N-(5,6-dimethyl-2-methoxypyrazin-3-yl)thiocarbamate and 1-(3-bromophenyl)piperazine were reacted by the same way with the example 28 to obtain the titled compound. Yields the product CC=1N=C(C(=NC1C)OC)NC(=S)N1CCN(CC1)C1=CC(=CC=C1)Br (1-[(5,6-Dimethyl-2-methoxypyrazin-3-yl)aminothiocarbonyl]-4-(3-bromophenyl)piperazine). Reactants: C(=O)O (formic acid), C(=O)(N1C=NC=C1)N1C=NC=C1 (carbonyldiimidazole), C1=C(N=C2N1C1=CC=CC=C1NC2)C(=O)OCC (ethyl 4,5-dihydroimidazo[1,2-a]quinoxaline-2-carboxylate), CCOCC (ether). Solvent: ClCCl (dichloromethane). Run at time 6 hour. Product: C(=O)C1C=2N(C3=CC=CC=C3N1)C=C(N2)C(=O)OCC (ethyl 4-formyl-4,5-dihydroimidazo[1,2-a]quinoxaline-2-carboxylate). Isolated yield 70.5%. Reaction SMILES: [CH:1](O)=[O:2].C(N1C=CN=C1)(N1C=CN=C1)=O.[CH:16]1[N:20]2[C:21]3[C:26]([NH:27][CH2:28][C:19]2=[N:18][C:17]=1[C:29]([O:31][CH2:32][CH3:33])=[O:30])=[CH:25][CH:24]=[CH:23][CH:22]=3.CCOCC>ClCCl>[CH:1]([CH:28]1[NH:27][C:26]2[C:21](=[CH:22][CH:23]=[CH:24][CH:25]=2)[N:20]2[CH:16]=[C:17]([C:29]([O:31][CH2:32][CH3:33])=[O:30])[N:18]=[C:19]12)=[O:2]. Reported procedure: A solution of 0.70 g of 98% formic acid in 70 ml of dichloromethane was stirred under dry nitrogen with 2.5 g of carbonyldiimidazole for 15 minutes and 1.4 g of ethyl 4,5-dihydroimidazo[1,2-a]quinoxaline-2-carboxylate were added. The mixture was stirred at room temperature for 6 hours under nitrogen and was then poured into ice/aqueous bicarbonate and filtered. The organic layer was dried over magnesium sulfate and evaporated under reduced pressure to a low volume. Dilution with ether gave 1.1 g...